Dataset: the Open Reaction Database (ORD), a public repository of structured organic reaction records. Task: describe an organic reaction: reactants, conditions, products, and yield Reactants: CC(=O)O, CC(C)(C)OC(=O)N1CC2CC1CN2, ClCCCl, O=Cc1nc2ccccc2n1C1CCN(C2(c3ccccc3)CCCCCC2)CC1. Yields the product CC(C)(C)OC(=O)N1CC2CC1CN2Cc1nc2ccccc2n1C1CCN(C2(c3ccccc3)CCCCCC2)CC1. RXN SMILES: [CH3:45][C:46](=[O:47])[OH:48].[CH:31]12[N:32]([C:38](=[O:39])[O:40][C:41]([CH3:42])([CH3:43])[CH3:44])[CH2:33][CH:34]([NH:35][CH2:36]1)[CH2:37]2.[Cl:49][CH2:50][CH2:51][Cl:52].[c:1]1([C:7]2([N:14]3[CH2:15][CH2:16][CH:17]([n:20]4[c:21]([CH:29]=[O:30])[n:22][c:23]5[c:24]4[cH:25][cH:26][cH:27][cH:28]5)[CH2:18][CH2:19]3)[CH2:8][CH2:9][CH2:10][CH2:11][CH2:12][CH2:13]2)[cH:2][cH:3][cH:4][cH:5][cH:6]1>>[c:1]1([C:7]2([N:14]3[CH2:15][CH2:16][CH:17]([n:20]4[c:21]([CH2:29][N:35]5[CH:34]6[CH2:33][N:32]([C:38](=[O:39])[O:40][C:41]([CH3:42])([CH3:43])[CH3:44])[CH:31]([CH2:36]5)[CH2:37]6)[n:22][c:23]5[c:24]4[cH:25][cH:26][cH:27][cH:28]5)[CH2:18][CH2:19]3)[CH2:8][CH2:9][CH2:10][CH2:11][CH2:12][CH2:13]2)[cH:2][cH:3][cH:4][cH:5][cH:6]1. The reactants are Brc1cncc(Br)c1, [Li]CCCC, C1CCOC1, COC=O, [Na+], O=C([O-])O. The product is O=Cc1c(Br)cncc1Br. Reaction SMILES: [Br:6][c:7]1[cH:8][n:9][cH:10][c:11]([Br:12])[cH:13]1.[CH2:1]([Li:2])[CH2:3][CH2:4][CH3:5].[CH2:23]1[O:24][CH2:25][CH2:26][CH2:27]1.[CH3:14][O:15][CH:16]=[O:17].[Na+:22].[O-:18][C:19]([OH:20])=[O:21]>>[Br:6][c:7]1[cH:8][n:9][cH:10][c:11]([Br:12])[c:13]1[CH:14]=[O:15].